This data is from the Open Reaction Database (ORD), a public repository of structured organic reaction records. The task is: describe an organic reaction: reactants, conditions, products, and yield Starting materials: [N+](=O)([O-])C1=CC=C(CN2CCN(CC2)C(C)C(=O)C2=CC3=CC=C(C(=C3C=C2)Cl)OC)C=C1 (N1-(4-nitrobenzyl)-N4-[1-(5-chloro-6-methoxy-2-naphthoyl)ethyl]piperazine), O (water). The reagents and catalysts are [Fe] (iron). Solvent: [NH4+].[Cl-] (NH4Cl). Reaction conditions: time 5 hour. The product is Cl.Cl.NC1=CC=C(CN2CCN(CC2)C(C)C(=O)C2=CC3=CC=C(C(=C3C=C2)Cl)OC)C=C1 (N1-(4-aminobenzyl)-N4-[1-(5-chloro-6-methoxy-2-naphthoyl)ethyl]piperazine dihydrochloride). Yield: 172.3%. RXN SMILES: [N+:1]([C:4]1[CH:33]=[CH:32][C:7]([CH2:8][N:9]2[CH2:14][CH2:13][N:12]([CH:15]([C:17]([C:19]3[CH:28]=[CH:27][C:26]4[C:21](=[CH:22][CH:23]=[C:24]([O:30][CH3:31])[C:25]=4[Cl:29])[CH:20]=3)=[O:18])[CH3:16])[CH2:11][CH2:10]2)=[CH:6][CH:5]=1)([O-])=O.O>[NH4+].[Cl-].[Fe]>[ClH:29].[ClH:29].[NH2:1][C:4]1[CH:5]=[CH:6][C:7]([CH2:8][N:9]2[CH2:14][CH2:13][N:12]([CH:15]([C:17]([C:19]3[CH:28]=[CH:27][C:26]4[C:21](=[CH:22][CH:23]=[C:24]([O:30][CH3:31])[C:25]=4[Cl:29])[CH:20]=3)=[O:18])[CH3:16])[CH2:11][CH2:10]2)=[CH:32][CH:33]=1 |f:2.3,5.6.7|. Procedure: A mixture of reductive iron (0.36 g, 6.47 mmol) in 8.5 ml of 5% NH4Cl, N1-(4-nitrobenzyl)-N4-[1-(5-chloro-6-methoxy-2-naphthoyl)ethyl]piperazine (IV-32) (0.5 g, 0.92 mmol) and water (10 ml) was stirred for 5 hours, and processed according to the procedure of example 12 to give 0.27 g of compound (IV-33), yield 60%, mp 206-8° C., M+ 437. The reactants are O (water), Cl.C(C)(=O)C1=C2C=CC=NC2=C(C=C1)O (5-acetyl-8-hydroxyquinoline hydrochloride), C(C1=CC=CC=C1)Cl (benzyl chloride), C([O-])([O-])=O.[K+].[K+] (potassium carbonate). Solvent: CN(C=O)C (dimethylformamide). Run at time 4.5 hour. Product: C(C)(=O)C1=C2C=CC=NC2=C(C=C1)OCC1=CC=CC=C1 (5-acetyl-8-benzyloxyquinoline). The yield is 57.1%. Reaction SMILES: Cl.[C:2]([C:5]1[CH:14]=[CH:13][C:12]([OH:15])=[C:11]2[C:6]=1[CH:7]=[CH:8][CH:9]=[N:10]2)(=[O:4])[CH3:3].C(=O)([O-])[O-].[K+].[K+].[CH2:22](Cl)[C:23]1[CH:28]=[CH:27][CH:26]=[CH:25][CH:24]=1.O>CN(C)C=O>[C:2]([C:5]1[CH:14]=[CH:13][C:12]([O:15][CH2:22][C:23]2[CH:28]=[CH:27][CH:26]=[CH:25][CH:24]=2)=[C:11]2[C:6]=1[CH:7]=[CH:8][CH:9]=[N:10]2)(=[O:4])[CH3:3] |f:0.1,2.3.4|. Reported procedure: 27 g of 5-acetyl-8-hydroxyquinoline hydrochloride are dissolved in 540 ml of anhydrous dimethylformamide and 50 g of powdered potassium carbonate are added thereto. 18.4 g of benzyl chloride are added to the mixture at 50° C. under an argon atmosphere, and the mixture is stirred at the same temperature for 4.5 hours and then further stirred at room temperature for 1.5 hours. After the reaction, water is added to the mixture, and the aqueous mixture is extracted with ethyl acetate. The extract is... Reactants: ClC=1C=C(C=CC1Cl)O (3,4-dichloro phenol), ice, [H-].[Na+] (Sodium hydride), Cl (HCl), C1(CCO1)=O (β-propiolactone). Solvent: CN(C)C=O (DMF), CN(C)C=O (DMF). Conditions: time 30 minute. Product: ClC=1C=C(OCCC(=O)O)C=CC1Cl (3-(3,4-dichlorophenoxy)propanoic acid). Reaction SMILES: [H-].[Na+].[Cl:3][C:4]1[CH:5]=[C:6]([OH:11])[CH:7]=[CH:8][C:9]=1[Cl:10].[C:12]1(=[O:16])[O:15][CH2:14][CH2:13]1.Cl>CN(C=O)C>[Cl:3][C:4]1[CH:5]=[C:6]([CH:7]=[CH:8][C:9]=1[Cl:10])[O:11][CH2:14][CH2:13][C:12]([OH:16])=[O:15] |f:0.1|. Procedure: Sodium hydride 0.24 g (0.01 mol) was dissolved in 10 ml of dry DMF. After 30 min, a solution of 3,4-dichloro phenol 1.63 g (0.01 mol) dissolved in 5 ml of DMF was added in drops. The reaction mixture was heated to 100 C. After 1 hour, β-propiolactone, 0.72 g (0.628 ml, 0.01 mol) was added slowly for 5 minutes. The reaction mixture was further continued heating for 12 h. The reaction mixture was cooled to room temperature and poured over ice-cold water 10 ml was added. This diluted mixture was ac... Reactants: CCOC(C)=O, Cl, CC(C)(C)OC(=O)N1CCOc2nc(OC3CCC(F)(F)CC3)ccc2C1. Yields the product Cl, FC1(F)CCC(Oc2ccc3c(n2)OCCNC3)CC1. As a reaction SMILES: [C:28]([O:29][CH2:30][CH3:31])(=[O:32])[CH3:33].[ClH:34].[F:1][C:2]1([F:27])[CH2:3][CH2:4][CH:5]([O:8][c:9]2[cH:10][cH:11][c:12]3[c:18]([n:19]2)[O:17][CH2:16][CH2:15][N:14]([C:20]([O:21][C:22]([CH3:23])([CH3:24])[CH3:25])=[O:26])[CH2:13]3)[CH2:6][CH2:7]1>>[ClH:34].[F:1][C:2]1([F:27])[CH2:3][CH2:4][CH:5]([O:8][c:9]2[cH:10][cH:11][c:12]3[c:18]([n:19]2)[O:17][CH2:16][CH2:15][NH:14][CH2:13]3)[CH2:6][CH2:7]1. Starting materials: [Al+3], COC(=O)c1nc(Br)cc([N+](=O)[O-])c1Cl, [Cl-], [Cl-], [Cl-], [Cl-], [H-], [H-], [H-], [H-], [Li+], [NH4+], C1CCOC1, [OH-], O, [Ti+4]. Yields the product COC(=O)c1nc(Br)cc(N)c1Cl. RXN SMILES: [Al+3:2].[Br:7][c:8]1[cH:9][c:10]([N+:19]([O-:20])=[O:21])[c:11]([Cl:18])[c:12]([C:14](=[O:15])[O:16][CH3:17])[n:13]1.[Cl-:30].[Cl-:31].[Cl-:32].[Cl-:33].[H-:1].[H-:4].[H-:5].[H-:6].[Li+:3].[NH4+:24].[O:25]1[CH2:26][CH2:27][CH2:28][CH2:29]1.[OH-:23].[OH2:22].[Ti+4:34]>>[Br:7][c:8]1[cH:9][c:10]([NH2:19])[c:11]([Cl:18])[c:12]([C:14](=[O:15])[O:16][CH3:17])[n:13]1. Starting materials: [N+](=O)([O-])C1=C(C=CC=C1)CC(=O)NC1CCN(CC1)CC1=CC=CC=C1 (2-Nitro-N-[1-(phenylmethyl)-4-piperidinyl]-phenylacetamide). Reagents/catalysts: [Pt](=O)=O (platinum dioxide). Run in CC1OCCC1 (2-methyltetrahydrofuran). The product is NC1=C(C=CC=C1)CC(=O)NC1CCN(CC1)CC1=CC=CC=C1 (2-Amino-N-[1-(phenylmethyl)-4-piperidinyl]-phenylacetamide). Reaction SMILES: [N+:1]([C:4]1[CH:9]=[CH:8][CH:7]=[CH:6][C:5]=1[CH2:10][C:11]([NH:13][CH:14]1[CH2:19][CH2:18][N:17]([CH2:20][C:21]2[CH:26]=[CH:25][CH:24]=[CH:23][CH:22]=2)[CH2:16][CH2:15]1)=[O:12])([O-])=O>CC1CCCO1.[Pt](=O)=O>[NH2:1][C:4]1[CH:9]=[CH:8][CH:7]=[CH:6][C:5]=1[CH2:10][C:11]([NH:13][CH:14]1[CH2:19][CH2:18][N:17]([CH2:20][C:21]2[CH:26]=[CH:25][CH:24]=[CH:23][CH:22]=2)[CH2:16][CH2:15]1)=[O:12]. Reported procedure: 20.00 g (56.59 mmol, 1.0 eq) 2-nitro-N-[1-(phenylmethyl)-4-piperidinyl]-phenylacetamide from Example 1 are placed in 280 mL 2-methyltetrahydrofuran. The solution is hydrogenated in the presence of 2.00 g platinum dioxide at 20° C. The catalyst is filtered off and washed with 20 ml of 2-methyltetrahydrofuran. The product is not isolated, but used as a solution in the next step. The reactants are [N+](=O)([O-])C1=CC=CC=C1 (Nitrobenzene), C(=O)O (formic acid). Reagents/catalysts: [Pt] (platinum), [O-2].[V+5].[O-2].[O-2].[O-2].[O-2].[V+5] (vanadium(v) oxide). Run at temperature 92.5 celsius. The product is C(=O)NC1=CC=CC=C1 (formanilide). Isolated yield 79.9%. As a reaction SMILES: [N+:1]([C:4]1[CH:9]=[CH:8][CH:7]=[CH:6][CH:5]=1)([O-])=O.[CH:10](O)=[O:11]>[Pt].[O-2].[V+5].[O-2].[O-2].[O-2].[O-2].[V+5]>[CH:10]([NH:1][C:4]1[CH:9]=[CH:8][CH:7]=[CH:6][CH:5]=1)=[O:11] |f:3.4.5.6.7.8.9|. Reported procedure: Nitrobenzene (12.31 g, 100 mmol), formic acid (80%; 278 mL, 328.0 g), a sulfided platinum catalyst (5% Pt on charcoal, Engelhard No. 43045, lot No. 08554; dry weight 1.55 g) and vanadium(v) oxide (57 mg) were charged under argon in a double-walled 0.3 L stirring vessel with temperature control. The argon flow was stopped and the slurry was heated to 91-94° C. for 2 h. HPLC analysis of the reaction mixture indicated a 79.9% yield of formanilide, accompanied by 18.3% of aniline.